From a dataset of the Open Reaction Database (ORD), a public repository of structured organic reaction records. describe an organic reaction: reactants, conditions, products, and yield Starting materials: ClC1=NC(=CC(=C1)C(=O)Cl)Cl (2,6-dichloropyridine-4-carbonyl chloride), COC1=CC(=C(N)C=C1)[N+](=O)[O-] (4-methoxy-2-nitroaniline). Yields the product ClC1=NC(=CC(=C1)C(=O)NC1=C(C=C(C=C1)OC)[N+](=O)[O-])Cl (2,6-Dichloro-N-(4-methoxy-2-nitrophenyl)-4-pyridinecarboxamide). Reaction SMILES: [Cl:1][C:2]1[CH:7]=[C:6]([C:8](Cl)=[O:9])[CH:5]=[C:4]([Cl:11])[N:3]=1.[CH3:12][O:13][C:14]1[CH:20]=[CH:19][C:17]([NH2:18])=[C:16]([N+:21]([O-:23])=[O:22])[CH:15]=1>>[Cl:1][C:2]1[CH:7]=[C:6]([C:8]([NH:18][C:17]2[CH:19]=[CH:20][C:14]([O:13][CH3:12])=[CH:15][C:16]=2[N+:21]([O-:23])=[O:22])=[O:9])[CH:5]=[C:4]([Cl:11])[N:3]=1. Procedure: The title compound was prepared from 2,6-dichloropyridine-4-carbonyl chloride and 4-methoxy-2-nitroaniline and was obtained as a yellow solid as described in Example 1. 1H NMR (CDCl3): 11.12 (s, 1H), 8.78 (d, J=9.3, 1H), 7.77 (d, J=3.0, 1H), 7.75 (s, 2H), 7.35-7.31 (m, 1H), 3.91 (s, 3H). Reactants: S(C1=C(C=CC(=C1)C(C)(C)CC(C)(C)C)O)C1=C(C=CC(=C1)C(C)(C)CC(C)(C)C)O (2,2'-thiobis(4-t-octylphenol)), C([O-])([O-])=O.[K+].[K+] (potassium carbonate), O.O.O.O.C(C)(=O)[O-].[Co+2].C(C)(=O)[O-] (cobalt (II) acetate tetrahydrate). The solvent is CC(C)O (2-propanol). Conditions: temperature 140 celsius. The product is S(C1=C(C=CC(=C1)C(C)(C)CC(C)(C)C)[O-])C1=C(C=CC(=C1)C(C)(C)CC(C)(C)C)[O-].[Co+2] (cobalt 2,2'-thiobis-(4-t-octylphenolate)). As a reaction SMILES: [S:1]([C:17]1[CH:22]=[C:21]([C:23]([CH2:26][C:27]([CH3:30])([CH3:29])[CH3:28])([CH3:25])[CH3:24])[CH:20]=[CH:19][C:18]=1[OH:31])[C:2]1[CH:7]=[C:6]([C:8]([CH2:11][C:12]([CH3:15])([CH3:14])[CH3:13])([CH3:10])[CH3:9])[CH:5]=[CH:4][C:3]=1[OH:16].C(=O)([O-])[O-].[K+].[K+].O.O.O.O.C([O-])(=O)C.[Co+2:46].C([O-])(=O)C>CC(O)C>[S:1]([C:17]1[CH:22]=[C:21]([C:23]([CH2:26][C:27]([CH3:30])([CH3:29])[CH3:28])([CH3:25])[CH3:24])[CH:20]=[CH:19][C:18]=1[O-:31])[C:2]1[CH:7]=[C:6]([C:8]([CH2:11][C:12]([CH3:13])([CH3:14])[CH3:15])([CH3:9])[CH3:10])[CH:5]=[CH:4][C:3]=1[O-:16].[Co+2:46] |f:1.2.3,4.5.6.7.8.9.10,12.13|. Procedure details: A mixture of 2,2'-thiobis(4-t-octylphenol) (44.2 g.) and anhydrous potassium carbonate (6.9 g.) was heated in refluxing 2-propanol for about 0.5 hr. and then cobalt (II) acetate tetrahydrate (12.5 g.) was added. The reaction mixture was stirred at reflux temperature for about 4 hr. during which a precipitate of pink solids was formed. The mixture was filtered and the solids were washed with water and dried. The solids were recystallized from 2-propanol and the resulting pink solid, m.p. 355°-357...